Dataset: the Open Reaction Database (ORD), a public repository of structured organic reaction records. Task: describe an organic reaction: reactants, conditions, products, and yield Product: CN(C)CCCNC(=O)c1ccc(-n2nc3c4cccc(F)c4scc-3c2=O)cc1. The reactants are CN(C)CCCN, CCN(C(C)C)C(C)C, O=C(O)c1ccc(-n2nc3c4cccc(F)c4scc-3c2=O)cc1. RXN SMILES: [CH3:34][N:35]([CH2:36][CH2:37][CH2:38][NH2:39])[CH3:40].[CH:25]([N:26]([CH:27]([CH3:28])[CH3:29])[CH2:30][CH3:31])([CH3:32])[CH3:33].[F:1][c:2]1[cH:3][cH:4][cH:5][c:6]2[c:7]1[s:8][cH:9][c:10]1[c:14](=[O:15])[n:13](-[c:16]3[cH:17][cH:18][c:19]([C:20](=[O:21])[OH:22])[cH:23][cH:24]3)[n:12][c:11]2-1>>[F:1][c:2]1[cH:3][cH:4][cH:5][c:6]2[c:7]1[s:8][cH:9][c:10]1[c:14](=[O:15])[n:13](-[c:16]3[cH:17][cH:18][c:19]([C:20](=[O:22])[NH:39][CH2:38][CH2:37][CH2:36][N:35]([CH3:34])[CH3:40])[cH:23][cH:24]3)[n:12][c:11]2-1.